Task: describe an organic reaction: reactants, conditions, products, and yield. Dataset: the Open Reaction Database (ORD), a public repository of structured organic reaction records Reactants: [H][H] (hydrogen), N1(N(C(CC1)C(=O)OC(C)(C)C)C(=O)OCC1=CC=CC=C1)C(=O)OCC1=CC=CC=C1 (3-(1,1-Dimethylethyl) 1,2-bis(phenylmethyl) 1,2,3-pyrazolidinetricarboxylate), Cl (HCl), CCOCC (ether). Reagents/catalysts: [Pd] (Pd/C). Solvent: CO (methanol). Run at time 5 minute. Yields the product N1NC(CC1)C(=O)OC(C)(C)C (1,1-dimethylethyl 3-pyrazolidinecarboxylate). RXN SMILES: [N:1]1(C(OCC2C=CC=CC=2)=O)[CH2:5][CH2:4][CH:3]([C:6]([O:8][C:9]([CH3:12])([CH3:11])[CH3:10])=[O:7])[N:2]1C(OCC1C=CC=CC=1)=O.[H][H].Cl.CCOCC>CO.[Pd]>[NH:1]1[CH2:5][CH2:4][CH:3]([C:6]([O:8][C:9]([CH3:12])([CH3:11])[CH3:10])=[O:7])[NH:2]1. Procedure details: 3-(1,1-Dimethylethyl) 1,2-bis(phenylmethyl) 1,2,3-pyrazolidinetricarboxylate (5.30 g, 12.03 mmol) was dissolved in methanol (100 mL) and 10% Pd/C (degussa type) (1.06 g, 0.996 mmol) was added. The mixture was stirred under a balloon of hydrogen for 60 min. LCMS showed clean deprotection. HCl in ether (6.02 mL, 12.03 mmol) was added, and the mixture was stirred 5 min. The catalyst was filtered off and the filtrate was evaporated, yielding 1,1-dimethylethyl 3-pyrazolidinecarboxylate.HCl (2.45 g, 1... The reactants are COC(=O)c1ccc(OC)cc1Oc1ccccc1[N+](=O)[O-], CO, CCO. Yields the product COC(=O)c1ccc(OC)cc1Oc1ccccc1N. As a reaction SMILES: [CH3:1][O:2][C:3]([c:4]1[c:5]([O:12][c:13]2[c:14]([N+:19]([O-:20])=[O:21])[cH:15][cH:16][cH:17][cH:18]2)[cH:6][c:7]([O:10][CH3:11])[cH:8][cH:9]1)=[O:22].[CH3:23][OH:24].[CH3:25][CH2:26][OH:27]>>[CH3:1][O:2][C:3]([c:4]1[c:5]([O:12][c:13]2[c:14]([NH2:19])[cH:15][cH:16][cH:17][cH:18]2)[cH:6][c:7]([O:10][CH3:11])[cH:8][cH:9]1)=[O:22]. The reactants are Cc1cc(N)cnc1Oc1cccc(C(C)(C)C)c1, CCN(C)C=O, ClCCl, [Na+], [OH-]. Yields the product CCN(C)C=Nc1cnc(Oc2cccc(C(C)(C)C)c2)c(C)c1. Reaction SMILES: [C:7]([CH3:8])([CH3:9])([CH3:10])[c:11]1[cH:12][c:13]([O:14][c:15]2[c:16]([CH3:22])[cH:17][c:18]([NH2:21])[cH:19][n:20]2)[cH:23][cH:24][cH:25]1.[CH2:1]([CH3:2])[N:3]([CH:4]=[O:5])[CH3:6].[Cl:28][CH2:29][Cl:30].[Na+:27].[OH-:26]>>[CH2:1]([CH3:2])[N:3]([CH:4]=[N:21][c:18]1[cH:17][c:16]([CH3:22])[c:15]([O:14][c:13]2[cH:12][c:11]([C:7]([CH3:8])([CH3:9])[CH3:10])[cH:25][cH:24][cH:23]2)[n:20][cH:19]1)[CH3:6]. The reactants are C(C)OC(C([C@](C)(N[S@](=O)C(C)(C)C)C=1C=NN(C1)C1=CC(=CC=C1)Br)(F)F)=O ((R)-3-[1-(3-bromo-phenyl)-1H-pyrazol-4-yl]-2,2-difluoro-3-((R)-2-methyl-propane-2-sulfinylamino)-butyric acid ethyl ester), [BH4-].[Li+] (lithium borohydride), O (water), C(C)(=O)O (acetic acid). Run in O1CCCC1 (tetrahydrofuran). Reaction conditions: temperature 25 celsius, time 2 hour. Yields the product BrC=1C=C(C=CC1)N1N=CC(=C1)[C@@](C(CO)(F)F)(C)N[S@](=O)C(C)(C)C ((R)-2-methyl-propane-2-sulfinic {(R)-1-[1-(3-bromo-phenyl)-1H-pyrazol-4-yl]-2,2-difluoro-3-hydroxy-1-methyl-propyl}-amide). The yield is 42.2%. As a reaction SMILES: C([O:3][C:4](=O)[C:5]([F:28])([F:27])[C@@:6]([C:15]1[CH:16]=[N:17][N:18]([C:20]2[CH:25]=[CH:24][CH:23]=[C:22]([Br:26])[CH:21]=2)[CH:19]=1)([NH:8][S@@:9]([C:11]([CH3:14])([CH3:13])[CH3:12])=[O:10])[CH3:7])C.[BH4-].[Li+].C(O)(=O)C.O>O1CCCC1>[Br:26][C:22]1[CH:21]=[C:20]([N:18]2[CH:19]=[C:15]([C@:6]([NH:8][S@@:9]([C:11]([CH3:14])([CH3:13])[CH3:12])=[O:10])([CH3:7])[C:5]([F:28])([F:27])[CH2:4][OH:3])[CH:16]=[N:17]2)[CH:25]=[CH:24][CH:23]=1 |f:1.2|. Reported procedure: A solution of (R)-3-[1-(3-bromo-phenyl)-1H-pyrazol-4-yl]-2,2-difluoro-3-((R)-2-methyl-propane-2-sulfinylamino)-butyric acid ethyl ester (700 mg, 2.42 mmol) in tetrahydrofuran (5 ml) was treated slowly with lithium borohydride (2M solution in tetrahydrofuran, 0.78 ml, 2.66 mmol) at 0° C., and the mixture was stirred at 25° C. for 2 hours. For the workup, acetic acid (0.26 ml, 4.5 mmol) was added slowly over a period of 15 minutes followed by water (2 ml), and the mixture was stirred for 30 minute... Reported procedure: A mixture of 130 mg (0.82 mM) N-acetyl-4-methylthioazetidinone and 200 mg (0.93 mM) 80% m-chloroperbenzoic acid in 5 ml methylene chloride was stirred at room temperature 5 minutes. After removing the solvent in vacuo. The residue was chromatographed on 2-2000μ silica gel plates in hexane/ethyl acetate to yield 57 mg (40%) of 1-acetyl-4-methylsulfinylazetidine-2-one. The product is C(C)(=O)N1C(CC1S(=O)C)=O (1-acetyl-4-methylsulfinylazetidine-2-one). As a reaction SMILES: [C:1]([N:4]1[CH:7]([S:8][CH3:9])[CH2:6][C:5]1=[O:10])(=[O:3])[CH3:2].ClC1C=CC=C(C(OO)=[O:19])C=1>C(Cl)Cl>[C:1]([N:4]1[CH:7]([S:8]([CH3:9])=[O:19])[CH2:6][C:5]1=[O:10])(=[O:3])[CH3:2]. Isolated yield 39.8%. The reactants are C(C)(=O)N1C(CC1SC)=O (N-acetyl-4-methylthioazetidinone), ClC1=CC(=CC=C1)C(=O)OO (m-chloroperbenzoic acid). Conditions: time 5 minute. Run in C(Cl)Cl (methylene chloride). Reactants: Intermediate 266A, C(CCC)N(C(=O)C=1N=C(NC1)C1=C(C=C(C(=O)OC)C=C1)C(=O)N1CC2=CC=CC=C2CC1)CCCC (methyl 4-(4-(dibutylcarbamoyl)-1H-imidazol-2-yl)-3-(1,2,3,4-tetrahydroisoquinoline-2-carbonyl)benzoate), BrCCCN(C)C (3-bromo-N,N-dimethylpropan-1-amine). The product is C(CCC)N(C(=O)C=1N=C(N(C1)CCCN(C)C)C1=C(C=C(C(=O)OC)C=C1)C(=O)N1CC2=CC=CC=C2CC1)CCCC (Methyl 4-(4-(dibutylcarbamoyl)-1-(3-(dimethylamino)propyl)-1H-imidazol-2-yl)-3-(1,2,3,4-tetrahydroisoquinoline-2-carbonyl)benzoate). The yield is 78.7%. Reaction SMILES: [CH2:1]([N:5]([CH2:35][CH2:36][CH2:37][CH3:38])[C:6]([C:8]1[N:9]=[C:10]([C:13]2[CH:22]=[CH:21][C:16]([C:17]([O:19][CH3:20])=[O:18])=[CH:15][C:14]=2[C:23]([N:25]2[CH2:34][CH2:33][C:32]3[C:27](=[CH:28][CH:29]=[CH:30][CH:31]=3)[CH2:26]2)=[O:24])[NH:11][CH:12]=1)=[O:7])[CH2:2][CH2:3][CH3:4].Br[CH2:40][CH2:41][CH2:42][N:43]([CH3:45])[CH3:44]>>[CH2:35]([N:5]([CH2:1][CH2:2][CH2:3][CH3:4])[C:6]([C:8]1[N:9]=[C:10]([C:13]2[CH:22]=[CH:21][C:16]([C:17]([O:19][CH3:20])=[O:18])=[CH:15][C:14]=2[C:23]([N:25]2[CH2:34][CH2:33][C:32]3[C:27](=[CH:28][CH:29]=[CH:30][CH:31]=3)[CH2:26]2)=[O:24])[N:11]([CH2:40][CH2:41][CH2:42][N:43]([CH3:45])[CH3:44])[CH:12]=1)=[O:7])[CH2:36][CH2:37][CH3:38]. Procedure: Following a procedure analogous to that for the synthesis of Intermediate 266A, methyl 4-(4-(dibutylcarbamoyl)-1H-imidazol-2-yl)-3-(1,2,3,4-tetrahydroisoquinoline-2-carbonyl)benzoate (200 mg, 0.38 mmol) and 3-bromo-N,N-dimethylpropan-1-amine (77 mg, 0.46 mmol) were converted to the title compound (180 mg, 78%). MS(ESI+) m/z 602.6 (M+H)+.